This data is from the Open Reaction Database (ORD), a public repository of structured organic reaction records. The task is: describe an organic reaction: reactants, conditions, products, and yield Reactants: [Li]CCCC, C1CCOC1, COc1cc(-c2ccco2)cc(OC)c1OC, COC(C(=O)N(C)OC)c1ccc(-c2nnc(C)o2)cc1. The product is COc1cc(-c2ccc(C(=O)C(OC)c3ccc(-c4nnc(C)o4)cc3)o2)cc(OC)c1OC. Reaction SMILES: [CH2:18]([Li:19])[CH2:20][CH2:21][CH3:22].[CH2:44]1[O:45][CH2:46][CH2:47][CH2:48]1.[CH3:1][O:2][c:3]1[cH:4][c:5](-[c:13]2[o:14][cH:15][cH:16][cH:17]2)[cH:6][c:7]([O:11][CH3:12])[c:8]1[O:9][CH3:10].[CH3:23][O:24][N:25]([C:26]([CH:27]([c:28]1[cH:29][cH:30][c:31](-[c:34]2[o:35][c:36]([CH3:39])[n:37][n:38]2)[cH:32][cH:33]1)[O:40][CH3:41])=[O:42])[CH3:43]>>[CH3:1][O:2][c:3]1[cH:4][c:5](-[c:13]2[o:14][c:15]([C:26]([CH:27]([c:28]3[cH:29][cH:30][c:31](-[c:34]4[o:35][c:36]([CH3:39])[n:37][n:38]4)[cH:32][cH:33]3)[O:40][CH3:41])=[O:42])[cH:16][cH:17]2)[cH:6][c:7]([O:11][CH3:12])[c:8]1[O:9][CH3:10].